From a dataset of the Open Reaction Database (ORD), a public repository of structured organic reaction records. describe an organic reaction: reactants, conditions, products, and yield Product: Cl.Cl.N=C1CCCCC(N1)CC1C(CCCC1)N (2-[(hexahydro-7-imino-1H-azepin-2-yl)methyl]cyclohexanamine, dihydrochloride). Solvent: C(C)O (ethanol). Reagents/catalysts: [Rh] (Rhodium on Carbon). As a reaction SMILES: [ClH:1].[N+:2]([C:5]1[CH:10]=[CH:9][CH:8]=[CH:7][C:6]=1[CH2:11][CH:12]1[NH:18][C:17](=[NH:19])[CH2:16][CH2:15][CH2:14][CH2:13]1)([O-])=O.[H][H]>C(O)C.[Rh]>[ClH:1].[ClH:1].[NH:19]=[C:17]1[NH:18][CH:12]([CH2:11][CH:6]2[CH2:7][CH2:8][CH2:9][CH2:10][CH:5]2[NH2:2])[CH2:13][CH2:14][CH2:15][CH2:16]1 |f:0.1,5.6.7|. Procedure details: The product of Example 270 (0.262 g, 0.9 mmol) was dissolved in ethanol, treated with 5% Rhodium on Carbon under 60 psi of Hydrogen and warmed to 60° C. to give the title product (66 mg, 0.22 mmol). The reactants are Cl.[N+](=O)([O-])C1=C(C=CC=C1)CC1CCCCC(N1)=N (hexahydro-7-[(2-nitrophenyl)methyl]-2H-azepin-2-imine, monohydrochloride), [H][H] (Hydrogen). Isolated yield 48.9%. Conditions: temperature 60 celsius. Procedure details: The title compound was synthesized in a manner analogous to that described for Intermediate 148, using Intermediate 6 in place of Intermediate 2 and Intermediate 137 in place of Intermediate 112. Reaction SMILES: [Si](O[C@H](C1C=CC(O)=C2C=1C=CC(=O)N2)CNCCCCCCCCNC(C1C=C(S(C2C=C3C(=C(C)C=2)N=CC(C(N)=O)=C3NC2C=CC=C(OC)C=2)(=O)=O)C=CC=1)=O)(C(C)(C)C)(C)C.[NH2:67][CH2:68][C@@H:69]([C:71]1[CH:80]=[CH:79][C:78]([OH:81])=[C:77]2[C:72]=1[CH:73]=[CH:74][C:75](=[O:82])[NH:76]2)[OH:70].[CH3:83][O:84][C:85]1[CH:86]=[C:87]([NH:91][C:92]2[C:101]3[C:96](=[C:97]([CH3:126])[CH:98]=[C:99]([S:102]([C:105]4[CH:110]=[CH:109][CH:108]=[C:107]([CH2:111][N:112]([C:114]([C:116]5[CH:121]=[CH:120][CH:119]=[C:118]([CH2:122][C:123](=O)[CH3:124])[CH:117]=5)=[O:115])[CH3:113])[CH:106]=4)(=[O:104])=[O:103])[CH:100]=3)[N:95]=[CH:94][C:93]=2[C:127]([NH2:129])=[O:128])[CH:88]=[CH:89][CH:90]=1>>[OH:70][C@H:69]([C:71]1[CH:80]=[CH:79][C:78]([OH:81])=[C:77]2[C:72]=1[CH:73]=[CH:74][C:75](=[O:82])[NH:76]2)[CH2:68][NH:67][CH:123]([CH3:124])[CH2:122][C:118]1[CH:117]=[C:116]([CH:121]=[CH:120][CH:119]=1)[C:114]([N:112]([CH2:111][C:107]1[CH:106]=[C:105]([S:102]([C:99]2[CH:100]=[C:101]3[C:96](=[C:97]([CH3:126])[CH:98]=2)[N:95]=[CH:94][C:93]([C:127]([NH2:129])=[O:128])=[C:92]3[NH:91][C:87]2[CH:88]=[CH:89][CH:90]=[C:85]([O:84][CH3:83])[CH:86]=2)(=[O:104])=[O:103])[CH:110]=[CH:109][CH:108]=1)[CH3:113])=[O:115]. Starting materials: [Si](C)(C)(C(C)(C)C)O[C@@H](CNCCCCCCCCNC(=O)C=1C=C(C=CC1)S(=O)(=O)C=1C=C2C(=C(C=NC2=C(C1)C)C(=O)N)NC1=CC(=CC=C1)OC)C1=C2C=CC(NC2=C(C=C1)O)=O ((R)-6-[[3-[[8-[[2-[(tert-Butyldimethylsilyl)oxy]-2-(8-hydroxy-2-oxo-1,2-dihydroquinolin-5-yl]ethyl]amino]octyl]carbamoyl]phenyl]sulfonyl]-4-[(3-methoxyphenyl)amino]-8-methylquinoline-3-carboxamide), NC[C@H](O)C1=C2C=CC(NC2=C(C=C1)O)=O ((R)-5-(2-Amino-1-hydroxyethyl)-8-hydroxyquinolin-2(1H)-one), COC=1C=C(C=CC1)NC1=C(C=NC2=C(C=C(C=C12)S(=O)(=O)C1=CC(=CC=C1)CN(C)C(=O)C1=CC(=CC=C1)CC(C)=O)C)C(=O)N (4-[(3-Methoxyphenyl)amino]-8-methyl-6-[[3-[[3-(2-oxopropyl)phenylcarbonyl(methyl)amino]methyl]phenyl]sulfonyl]quinoline-3-carboxamide). The product is O[C@@H](CNC(CC=1C=C(C(=O)N(C)CC=2C=C(C=CC2)S(=O)(=O)C=2C=C3C(=C(C=NC3=C(C2)C)C(=O)N)NC2=CC(=CC=C2)OC)C=CC1)C)C1=C2C=CC(NC2=C(C=C1)O)=O (6-[[3-[[3-[2-[[(R)-2-Hydroxy-2-(8-hydroxy-2-oxo-1,2-dihydroquinolin-5-yl)ethyl]amino]propyl]-N-methylbenzamido]methyl]phenyl]sulfonyl]-4-[(3-methoxyphenyl)amino]-8-methylquinoline-3-carboxamide). The reactants are C(Cl)Cl (DCM), COC=1[C@@]2([C@@]3([C@@H]([C@@](C(O3)C2)(CCC=C(C)C)C)C(C1CC=C(C)C)=O)OC)CC=C(C)C ((3S,3aS,7R,7aS)-6,7a-Dimethoxy-3-methyl-5,7-bis(3-methylbut-2-en-1-yl)-3-(4-methylpent-3-en-1-yl)-3,3a,7,7a-tetrahydro-2,7-methanobenzofuran-4(2H)-one), C(Cl)Cl (DCM), BrB(C)C (bromodimethylborane), CCCCCC (hexane), CCOC(=O)C (EtOAc). Run at temperature -78 celsius, time 10 minute. The product is SiO2, O[C@H]1C[C@@]2(C(=C(C([C@H]([C@@]1(CCC=C(C)C)C)[C@@]2(OC)O)=O)CC=C(C)C)OC)CC=C(C)C ((1S,5R,7S,8S,9S)-7,9-Dihydroxy-4,9-dimethoxy-8-methyl-3,5-bis(3-methylbut-2-en-1-yl)-8-(4-methylpent-3-en-1-yl)bicyclo[3.3.1]non-3-en-2-one). Yield: 88.0%. RXN SMILES: C(Cl)Cl.[CH3:4][O:5][C:6]1[C@@:7]2([CH2:31][CH:32]=[C:33]([CH3:35])[CH3:34])[CH2:13][CH:11]3[O:12][C@@:8]2([O:29][CH3:30])[C@H:9]([C:21](=[O:28])[C:22]=1[CH2:23][CH:24]=[C:25]([CH3:27])[CH3:26])[C@:10]3([CH3:20])[CH2:14][CH2:15][CH:16]=[C:17]([CH3:19])[CH3:18].BrB(C)C.CCCCCC.CC[O:48]C(C)=O>>[OH:12][C@@H:11]1[C@@:10]([CH3:20])([CH2:14][CH2:15][CH:16]=[C:17]([CH3:18])[CH3:19])[C@@H:9]2[C@:8]([OH:48])([O:29][CH3:30])[C@@:7]([CH2:31][CH:32]=[C:33]([CH3:34])[CH3:35])([C:6]([O:5][CH3:4])=[C:22]([CH2:23][CH:24]=[C:25]([CH3:26])[CH3:27])[C:21]2=[O:28])[CH2:13]1. Reported procedure: A DCM (2 mL) solution of 15 (29 mg, 6.6 μmol, 1 equiv.) was cooled to −78° C. in a 10-mL teardrop-shaped flask, and a DCM solution of bromodimethylborane (2.65 M, 0.25 mL, 0.66 mmol, 10 equiv.) was added dropwise. After stirring the bright yellow solution at −78° C. for 10 min, it was quenched sequentially at −78° C. with 1.25 mL NEt3 and saturated aqueous NaHCO3. The mixture was warmed to room temperature and extracted thrice with EtOAc. The organic extracts were combined, washed with brine, dr... Reactants: C(C)(C)(C)OC(=O)N1C(C=C(C2=CC(=CC=C12)C1=C(C=CC=C1)OC)C(C)O)(C)C.COC1=C(C=CC=C1)C=1C=C2C(=CC(NC2=CC1)(C)C)C(C)OCCC1=CC=CC=C1 (6-(2-Methoxyphenyl)-2,2-dimethyl-4-(1-phenethyloxyethyl)-1,2-dihydroquinoline 4-(1-Hydroxyethyl)-6-(2-methoxyphenyl)-2,2-dimethyl-2H-quinoline-1-carboxylic acid tert-butyl ester), solution, C[Si](C)(C)[N-][Si](C)(C)C.[Na+] (sodium bis(trimethylsilyl)amide). Solvent: C1CCOC1 (THF), C(CC1=CC=CC=C1)Br (phenethyl bromide). The product is C(\C=C\C)OC(C)C1=CC(NC2=CC=C(C=C12)C1=C(C=CC=C1)OC)(C)C (4-{1-[((E)-but-2-enyl)oxy]ethyl}-6-(2-methoxyphenyl)-2,2-dimethyl-2H-quinoline). Yield: 140.4%. Reaction SMILES: C(OC(N1C2C(=CC(C3C=CC=CC=3OC)=CC=2)C(C(O)C)=CC1(C)C)=O)(C)(C)C.[CH3:31][O:32][C:33]1[CH:38]=[CH:37][CH:36]=[CH:35][C:34]=1[C:39]1[CH:40]=[C:41]2[C:46](=[CH:47][CH:48]=1)[NH:45][C:44]([CH3:50])([CH3:49])[CH:43]=[C:42]2[CH:51]([O:53][CH2:54][CH2:55][C:56]1C=CC=C[CH:57]=1)[CH3:52].C[Si]([N-][Si](C)(C)C)(C)C.[Na+]>C1COCC1.C(Br)CC1C=CC=CC=1>[CH2:54]([O:53][CH:51]([C:42]1[C:41]2[C:46](=[CH:47][CH:48]=[C:39]([C:34]3[CH:35]=[CH:36][CH:37]=[CH:38][C:33]=3[O:32][CH3:31])[CH:40]=2)[NH:45][C:44]([CH3:50])([CH3:49])[CH:43]=1)[CH3:52])/[CH:55]=[CH:56]/[CH3:57] |f:0.1,2.3|. Procedure details: 6-(2-Methoxyphenyl)-2,2-dimethyl-4-(1-phenethyloxyethyl)-1,2-dihydroquinoline 4-(1-Hydroxyethyl)-6-(2-methoxyphenyl)-2,2-dimethyl-2H-quinoline-1-carboxylic acid tert-butyl ester (100 mg) was treated with 360 μL of 1 M solution of sodium bis(trimethylsilyl)amide in THF and 45 μL of phenethyl bromide to give the alkylated product, which was deprotected to yield 62 mg of the title compound as an oil.